This data is from the Open Reaction Database (ORD), a public repository of structured organic reaction records. The task is: describe an organic reaction: reactants, conditions, products, and yield Starting materials: CCCCC(CC)CSc1ccc(C(C)(C)C)cc1[N+](=O)[O-], CC(C)O, [Cl-], NN, O, O, O, O, O, O, O. The product is CCCCC(CC)CSc1ccc(C(C)(C)C)cc1N. Reaction SMILES: [C:8]([CH3:9])([CH3:10])([CH3:11])[c:12]1[cH:13][cH:14][c:15]([S:21][CH2:22][CH:23]([CH2:24][CH2:25][CH2:26][CH3:27])[CH2:28][CH3:29])[c:16]([N+:18]([O-:19])=[O:20])[cH:17]1.[CH3:33][CH:34]([OH:35])[CH3:36].[Cl-:7].[NH2:31][NH2:32].[OH2:1].[OH2:2].[OH2:30].[OH2:3].[OH2:4].[OH2:5].[OH2:6]>>[C:8]([CH3:9])([CH3:10])([CH3:11])[c:12]1[cH:13][cH:14][c:15]([S:21][CH2:22][CH:23]([CH2:24][CH2:25][CH2:26][CH3:27])[CH2:28][CH3:29])[c:16]([NH2:18])[cH:17]1. Reactants: CC(C)(CN)Cc1cc(C(C)(C)C)c(O)c(C(C)(C)C)c1, CC(C)=O, Clc1nc(Cl)nc(Cl)n1, [Na+], [Na+], O=C([O-])[O-], O. The product is CC(C)(CNc1nc(Cl)nc(Cl)n1)Cc1cc(C(C)(C)C)c(O)c(C(C)(C)C)c1. RXN SMILES: [C:1]([CH3:2])([CH3:3])([CH3:4])[c:5]1[cH:6][c:7]([CH2:16][C:17]([CH2:18][NH2:19])([CH3:20])[CH3:21])[cH:8][c:9]([C:12]([CH3:13])([CH3:14])[CH3:15])[c:10]1[OH:11].[CH3:37][C:38](=[O:39])[CH3:40].[Cl:28][c:29]1[n:30][c:31]([Cl:32])[n:33][c:34]([Cl:35])[n:36]1.[Na+:22].[Na+:23].[O-:24][C:25](=[O:26])[O-:27].[OH2:41]>>[C:1]([CH3:2])([CH3:3])([CH3:4])[c:5]1[cH:6][c:7]([CH2:16][C:17]([CH2:18][NH:19][c:34]2[n:33][c:31]([Cl:32])[n:30][c:29]([Cl:28])[n:36]2)([CH3:20])[CH3:21])[cH:8][c:9]([C:12]([CH3:13])([CH3:14])[CH3:15])[c:10]1[OH:11]. The reactants are ClCCl, CC(C)(C)OC(=O)NC1(C(=O)NC(Cc2ccc(-c3cccc(S(C)(=O)=O)c3)cc2)C(N)=O)CCOCC1. Product: CC(C)(C)OC(=O)NC1(C(=O)NC(C#N)Cc2ccc(-c3cccc(S(C)(=O)=O)c3)cc2)CCOCC1. As a reaction SMILES: [Cl:39][CH2:40][Cl:41].[NH2:1][C:2]([CH:3]([CH2:4][c:5]1[cH:6][cH:7][c:8](-[c:11]2[cH:12][c:13]([S:17](=[O:18])(=[O:19])[CH3:20])[cH:14][cH:15][cH:16]2)[cH:9][cH:10]1)[NH:21][C:22](=[O:23])[C:24]1([NH:30][C:31]([O:32][C:33]([CH3:34])([CH3:35])[CH3:36])=[O:37])[CH2:25][CH2:26][O:27][CH2:28][CH2:29]1)=[O:38]>>[N:1]#[C:2][CH:3]([CH2:4][c:5]1[cH:6][cH:7][c:8](-[c:11]2[cH:12][c:13]([S:17](=[O:18])(=[O:19])[CH3:20])[cH:14][cH:15][cH:16]2)[cH:9][cH:10]1)[NH:21][C:22](=[O:23])[C:24]1([NH:30][C:31]([O:32][C:33]([CH3:34])([CH3:35])[CH3:36])=[O:37])[CH2:25][CH2:26][O:27][CH2:28][CH2:29]1. Reactants: [Si](C)(C)(C(C)(C)C)O[C@@H]1C=C2C=C[C@@H]([C@@H]([C@H]2[C@H](C1)OC(C(CC)OC1=CC=C(C=C1)C(C)C)=O)CC[C@@H]1C[C@H](CC(O1)=O)O[Si](C)(C)C(C)(C)C)C ((4R,6R)-6-([1S,2S,6S,8S,8aR]-2-{1,2,6,7,8,8a-Hexahydro-6-t-butyldimethylsilyloxy-8-[(2RS)-2-(4-isopropylphenoxy)butyryloxy]-2-methyl-1-naphthyl}ethyl)tetrahydro-4-t-butyldimethylsilyloxy-2H-pyran-2-one), solution, [F-].C(CCC)[N+](CCCC)(CCCC)CCCC (tetrabutylammonium fluoride). Run in O1CCCC1 (tetrahydrofuran). Product: O[C@@H]1C=C2C=C[C@@H]([C@@H]([C@H]2[C@H](C1)OC(C(CC)OC1=CC=C(C=C1)C(C)C)=O)CCC1CC(CC(O1)=O)O)C (6-([1S,2S,6S,8S,8aR]-2-{1,2,6,7,8,8a-Hexahydro-6-hydroxy-8-[(2RS)-2-(4-isopropylphenoxy)butyryloxy]-2-methyl-1-naphthyl]ethyl}tetrahydro-4-hydroxy-2 H-pyran-2-one). Reaction SMILES: [Si]([O:8][C@H:9]1[CH2:18][C@H:17]([O:19][C:20](=[O:34])[CH:21]([O:24][C:25]2[CH:30]=[CH:29][C:28]([CH:31]([CH3:33])[CH3:32])=[CH:27][CH:26]=2)[CH2:22][CH3:23])[C@H:16]2[C:11]([CH:12]=[CH:13][C@H:14]([CH3:52])[C@@H:15]2[CH2:35][CH2:36][C@H:37]2[O:42][C:41](=[O:43])[CH2:40][C@H:39]([O:44][Si](C(C)(C)C)(C)C)[CH2:38]2)=[CH:10]1)(C(C)(C)C)(C)C.[F-].C([N+](CCCC)(CCCC)CCCC)CCC>O1CCCC1>[OH:8][C@H:9]1[CH2:18][C@H:17]([O:19][C:20](=[O:34])[CH:21]([O:24][C:25]2[CH:26]=[CH:27][C:28]([CH:31]([CH3:32])[CH3:33])=[CH:29][CH:30]=2)[CH2:22][CH3:23])[C@H:16]2[C:11]([CH:12]=[CH:13][C@H:14]([CH3:52])[C@@H:15]2[CH2:35][CH2:36][CH:37]2[O:42][C:41](=[O:43])[CH2:40][CH:39]([OH:44])[CH2:38]2)=[CH:10]1 |f:1.2|. Reported procedure: A procedure similar to that described in Example 2, above, was followed, but using 1.42 g of (4R,6R)-6-([1S,2S,6S,8S,8aR]-2-{1,2,6,7,8,8a-hexahydro-6-t-butyldimethylsilyloxy-8-[(2RS)-2-(4-isopropylphenoxy)butyryloxy]-2-methyl-1-naphthyl}ethyl)tetrahydro-4-t-butyldimethylsilyloxy-2H-pyran-2-one [prepared as describedin Example 115, above] and 38.0 ml of a 1.0 molar solution of tetrabutylammonium fluoride in tetrahydrofuran, to give 80 mg of the titlecompound as a pale yellow powder. Starting materials: ClC1=CC(=C(C(=C1)C)CC(=O)Cl)C ((4-chloro-2,6-dimethyl-phenyl)-acetyl chloride), C(O)([O-])=O.[Na+] (sodium hydrogen carbonate), COC(=O)C1(CCN(CC1)OC)NO (4-hydroxyamino-1-methoxy-piperidine-4-carboxylic acid methyl ester). Solvent: C1CCOC1 (THF), C1CCOC1 (THF). Run at temperature 0 celsius, time 30 minute. Yields the product COC(=O)C1(CCN(CC1)OC)N(O)C(CC1=C(C=C(C=C1C)Cl)C)=O (4-{[2-(4-chloro-2,6-dimethyl-phenyl)-acetyl]-hydroxy-amino}-1-methoxy-piperidine-4-carboxylic acid methyl ester). RXN SMILES: [Cl:1][C:2]1[CH:7]=[C:6]([CH3:8])[C:5]([CH2:9][C:10](Cl)=[O:11])=[C:4]([CH3:13])[CH:3]=1.C(=O)([O-])O.[Na+].[CH3:19][O:20][C:21]([C:23]1([NH:31][OH:32])[CH2:28][CH2:27][N:26]([O:29][CH3:30])[CH2:25][CH2:24]1)=[O:22]>C1COCC1>[CH3:19][O:20][C:21]([C:23]1([N:31]([C:10](=[O:11])[CH2:9][C:5]2[C:6]([CH3:8])=[CH:7][C:2]([Cl:1])=[CH:3][C:4]=2[CH3:13])[OH:32])[CH2:28][CH2:27][N:26]([O:29][CH3:30])[CH2:25][CH2:24]1)=[O:22] |f:1.2|. Procedure details: To a solution of (4-chloro-2,6-dimethyl-phenyl)-acetyl chloride (2.90 g, 13.4 mmol) in THF (25 ml) was added sodium hydrogen carbonate (1.90 g, 22.7 mmol) at 0° C., followed by 4-hydroxyamino-1-methoxy-piperidine-4-carboxylic acid methyl ester (preparation example 11, step 3; compound P4ii.2) (2.73 g, 13.4 mmol) dissolved in THF (25 ml) dropwise. The reaction mixture was stirred at 0° C. for 30 minutes, then further 30 minutes at room temperature. After completion of the reaction indicated by TL... Reactants: COC(=O)CN, CO, Cl, [K+], [K+], O=[N+]([O-])c1ccc(F)c([N+](=O)[O-])c1, O=C([O-])[O-]. Product: COC(=O)CNc1ccc([N+](=O)[O-])cc1[N+](=O)[O-]. Reaction SMILES: [CH3:15][O:16][C:17]([CH2:18][NH2:19])=[O:20].[CH3:27][OH:28].[ClH:14].[K+:21].[K+:22].[O-:1][N+:2](=[O:3])[c:4]1[cH:5][cH:6][c:7]([F:8])[c:9]([N+:11]([O-:12])=[O:13])[cH:10]1.[O-:23][C:24]([O-:25])=[O:26]>>[O-:1][N+:2](=[O:3])[c:4]1[cH:5][cH:6][c:7]([NH:19][CH2:18][C:17]([O:16][CH3:15])=[O:20])[c:9]([N+:11]([O-:12])=[O:13])[cH:10]1. The reactants are COS(=O)(=O)OC (dimethylsulfate), ClC=1C=C2C3=C(C(=NC2=CC1)Cl)NC=1C=CC=CC13 (2,6-dichloro-7H-indolo[2,3-c]-quinoline), [H-].[Na+] (sodium hydride). Solvent: O1CCCC1 (tetrahydrofuran). Run at time 8 hour. Yields the product colorless fibrous needles, ClC=1C=C2C3=C(C(=NC2=CC1)Cl)N(C=1C=CC=CC13)C (2,6-dichloro-7-methylindolo[2,3-c]-quinoline). Isolated yield 98.0%. Reaction SMILES: [Cl:1][C:2]1[CH:3]=[C:4]2[C:9](=[CH:10][CH:11]=1)[N:8]=[C:7]([Cl:12])[C:6]1[NH:13][C:14]3[CH:15]=[CH:16][CH:17]=[CH:18][C:19]=3[C:5]2=1.[H-].[Na+].[CH3:22]OS(OC)(=O)=O>O1CCCC1>[Cl:1][C:2]1[CH:3]=[C:4]2[C:9](=[CH:10][CH:11]=1)[N:8]=[C:7]([Cl:12])[C:6]1[N:13]([CH3:22])[C:14]3[CH:15]=[CH:16][CH:17]=[CH:18][C:19]=3[C:5]2=1 |f:1.2|. Procedure: To a solution of 14.3 g. of 2,6-dichloro-7H-indolo[2,3-c]-quinoline in 500 ml. of tetrahydrofuran was added 2.5 g. of a 57 percent dispersion of sodium hydride in oil and 5.0 ml. of dimethylsulfate. The mixture was stirred at room temperature overnight. The initially clear solution soon deposited the product as a colorless amorphous precipitate. The solid was collected and washed with water and tetrahydrofuran. After recrystallizations from acetonitrile, 14.5 g. (98 percent) colorless fibrous ne... The reactants are C(C)(=O)OC=1C(C2=CC=CC=C2C(C1)=O)=O (2-acetyloxynaphthalene-1,4-dione), CC(C(=O)O)CCC (2-methylpentanoic acid). Product: OC=1C(C2=CC=CC=C2C(C1C(CCC)C)=O)=O (2-hydroxy-3-(1 -methylbutyl)-naphthalene-1,4-dione). Isolated yield 43.4%. Reaction SMILES: C([O:4][C:5]1[C:6](=[O:16])[C:7]2[C:12]([C:13](=[O:15])[CH:14]=1)=[CH:11][CH:10]=[CH:9][CH:8]=2)(=O)C.[CH3:17][CH:18]([CH2:22][CH2:23][CH3:24])C(O)=O>>[OH:4][C:5]1[C:6](=[O:16])[C:7]2[C:12]([C:13](=[O:15])[C:14]=1[CH:18]([CH3:17])[CH2:22][CH2:23][CH3:24])=[CH:11][CH:10]=[CH:9][CH:8]=2. Procedure: The method of Example 1 was followed using 2-acetyloxynaphthalene-1,4-dione (1.24 g, 5.74 mmol) and 2-methylpentanoic acid (1.00 g) yielded the title compound (608 mg) after hydrolysis in. 30 ml THF using potassium hydroxide (5×exess) in water (8 ml) (mp 82-83° C.). This compound is listed as compound 3 in the Tables below. The reactants are C(=O)(OC)OC(=O)OC (Dimethyl dicarbonate), C(C1=CC=CC=C1)OC(=O)NC(C(=O)OC)=C1COC1 (methyl 2-(benzyloxycarbonylamino)-2-(oxetan-3-ylidene)acetate), COC(=O)NC(C(=O)O)C1COC1 (2-(methoxycarbonylamino)-2-(oxetan-3-yl)acetic acid), [H][H] (hydrogen), carboxylic acid. The reagents and catalysts are [Pd] (Pd/C). Run in C(C)(=O)OCC (ethyl acetate), C(Cl)Cl (CH2Cl2). Run at time 7 minute. The product is COC(=O)NC(C(=O)OC)C1COC1 (methyl 2-(methoxycarbonylamino)-2-(oxetan-3-yl)acetate). Isolated yield 114.0%. RXN SMILES: COC(NC(C1COC1)C(O)=O)=O.[CH2:14]([O:21][C:22]([NH:24][C:25](=[C:30]1[CH2:33][O:32][CH2:31]1)[C:26]([O:28][CH3:29])=[O:27])=[O:23])C1C=CC=CC=1.C(OC(OC)=O)(OC)=O.[H][H]>C(OCC)(=O)C.C(Cl)Cl.[Pd]>[CH3:14][O:21][C:22]([NH:24][CH:25]([CH:30]1[CH2:33][O:32][CH2:31]1)[C:26]([O:28][CH3:29])=[O:27])=[O:23]. Procedure details: Compound LS27 was prepared in a similar fashion to the preparation of intermediate LS19 employing 2-(methoxycarbonylamino)-2-(oxetan-3-yl)acetic acid (intermediate LS29) as the carboxylic acid coupling partner. The two diastereomers of LS27 were separated via preparative HPLC (Xbridge C18, 100×19 mm I.D. S-5 μm; Mobile Phase A: 95% Water-5% Acetonitrile with 10 mM ammonium acetate (pH=5); Mobile phase B: 95% Acetonitrile-5% Water with 10 mM ammonium acetate (pH=5); Isocratic 30% B for 7 min; Flo...